From a dataset of the Open Reaction Database (ORD), a public repository of structured organic reaction records. describe an organic reaction: reactants, conditions, products, and yield Reactants: C1(CCCO1)=O (γ-butyrolactone), NCCO (2-aminoethanol). Solvent: O (water). The product is OCCN1C(CCC1)=O (N-(2-hydroxyethyl)-2-pyrrolidone). RXN SMILES: [C:1]1(=O)[O:5][CH2:4][CH2:3][CH2:2]1.[NH2:7][CH2:8][CH2:9][OH:10]>O>[OH:10][CH2:9][CH2:8][N:7]1[CH2:1][CH2:2][CH2:3][C:4]1=[O:5]. Procedure details: A reactor was charged with γ-butyrolactone, 2-aminoethanol and water, to produce N-(2-hydroxyethyl)-2-pyrrolidone. The molar ratio of the 2-aminoethanol/γ-butyrolactone was 1.0, and that of the γ-butyrolactone/water was 1.1. The reaction temperature was 250° C. and the reaction time was 2 hours. Reactants: C(C)(C)(C)OC(CCN(CC(=O)OC(C)(C)C)CCN)=O (3-(Boc-aminoethyl-methyl-amino)-propionic acid tert-butyl ester), FC(C(=O)O)(F)F (trifluoroacetic acid). Run in C1CCOC1 (THF). Yields the product FC(C(=O)O)(F)F.NCCN(CCC(=O)O)C (3-(Aminoethyl-methyl-amino)-propionic acid trifluoroacetic acid salt). As a reaction SMILES: C([O:5][C:6](=[O:21])[CH2:7][CH2:8][N:9]([CH2:18][CH2:19][NH2:20])[CH2:10]C(OC(C)(C)C)=O)(C)(C)C.[F:22][C:23]([F:28])([F:27])[C:24]([OH:26])=[O:25]>C1COCC1>[F:22][C:23]([F:28])([F:27])[C:24]([OH:26])=[O:25].[NH2:20][CH2:19][CH2:18][N:9]([CH3:10])[CH2:8][CH2:7][C:6]([OH:21])=[O:5] |f:3.4|. Reported procedure: 3-(Boc-aminoethyl-methyl-amino)-propionic acid tert-butyl ester (630 mg, 2.1 mmol) was treated with trifluoroacetic acid (6 mL) for 2 hours. 3-(Aminoethyl-methyl-amino)-propionic acid trifluoroacetic acid salt was isolated by recrystallisation from THF to give a white powder, 974 mg (quantitative). Starting materials: C(Cl)Cl.CO (DCM MeOH), BrC1=CC2=C(NC(=N2)C)C=C1OC (5-bromo-6-methoxy-2-methyl-1H-benzo[d]imidazole), C[Si](CCOCCl)(C)C (2-trimethylsilylethyoxymethyl chloride), [H-].[Na+] (NaH). The solvent is CN(C)C=O (DMF). Reaction conditions: time 0.5 hour. Yields the product BrC1=CC2=C(N(C(=N2)C)COCC[Si](C)(C)C)C=C1OC (5-Bromo-6-methoxy-2-methyl-1-((2-(trimethylsilyl)ethoxy)methyl)-1H-benzo[d]imidazole). Yield: 50.3%. As a reaction SMILES: [Br:1][C:2]1[C:11]([O:12][CH3:13])=[CH:10][C:5]2[NH:6][C:7]([CH3:9])=[N:8][C:4]=2[CH:3]=1.[H-].[Na+].[CH3:16][Si:17]([CH3:24])([CH3:23])[CH2:18][CH2:19][O:20][CH2:21]Cl.C(Cl)Cl.CO>CN(C=O)C>[Br:1][C:2]1[C:11]([O:12][CH3:13])=[CH:10][C:5]2[N:6]([CH2:21][O:20][CH2:19][CH2:18][Si:17]([CH3:24])([CH3:23])[CH3:16])[C:7]([CH3:9])=[N:8][C:4]=2[CH:3]=1 |f:1.2,4.5|. Procedure: To a mixture of 5-bromo-6-methoxy-2-methyl-1H-benzo[d]imidazole (400 mg, 1.659 mmol) in DMF (3 mL) was added 60% wt NaH (80 mg, 1.991 mmol) at 0° C. The mixture was stirred from 0° C. to room temperature for 0.5 hours, then 2-trimethylsilylethyoxymethyl chloride (SEMCl, 0.352 mL, 1.991 mmol) was added dropwise. The reaction mixture was stirred at room temperature for 2 hours then quenched with water and extracted with DCM. The organic phase was dried over Na2SO4 and concentrated in vacuo. The re... Reactants: Cc1ccccc1, CC#N, O=C=Nc1ccc(F)cc1, Nc1ccc(Oc2ncnc3oc(-c4ccccc4)cc23)cc1. The product is O=C(Nc1ccc(F)cc1)Nc1ccc(Oc2ncnc3oc(-c4ccccc4)cc23)cc1. RXN SMILES: [CH3:1][c:2]1[cH:3][cH:4][cH:5][cH:6][cH:7]1.[CH3:41][C:42]#[N:43].[F:8][c:9]1[cH:10][cH:11][c:12]([N:15]=[C:16]=[O:17])[cH:13][cH:14]1.[c:18]1(-[c:24]2[cH:25][c:26]3[c:27]([n:28][cH:29][n:30][c:31]3[O:32][c:33]3[cH:34][cH:35][c:36]([NH2:39])[cH:37][cH:38]3)[o:40]2)[cH:19][cH:20][cH:21][cH:22][cH:23]1>>[F:8][c:9]1[cH:10][cH:11][c:12]([NH:15][C:16](=[O:17])[NH:39][c:36]2[cH:35][cH:34][c:33]([O:32][c:31]3[c:26]4[cH:25][c:24](-[c:18]5[cH:19][cH:20][cH:21][cH:22][cH:23]5)[o:40][c:27]4[n:28][cH:29][n:30]3)[cH:38][cH:37]2)[cH:13][cH:14]1. Reactants: C1CCOC1, [Li]C, COc1cc(CN=Cc2c(F)c(Cl)nc(Cl)c2C(=O)O)cc(OC)c1, Cl. The product is COc1cc(CN2C(=O)c3c(Cl)nc(Cl)c(F)c3C2C)cc(OC)c1. RXN SMILES: [CH2:29]1[O:30][CH2:31][CH2:32][CH2:33]1.[CH3:26][Li:27].[Cl:1][c:2]1[c:3]([C:4](=[O:5])[OH:6])[c:7]([CH:13]=[N:14][CH2:15][c:16]2[cH:17][c:18]([O:24][CH3:25])[cH:19][c:20]([O:22][CH3:23])[cH:21]2)[c:8]([F:12])[c:9]([Cl:11])[n:10]1.[ClH:28]>>[Cl:1][c:2]1[c:3]2[c:7]([c:8]([F:12])[c:9]([Cl:11])[n:10]1)[CH:13]([CH3:26])[N:14]([CH2:15][c:16]1[cH:17][c:18]([O:24][CH3:25])[cH:19][c:20]([O:22][CH3:23])[cH:21]1)[C:4]2=[O:5]. Reactants: C(=NC1CCCCC1)=NC1CCCCC1, Cc1cc(CNC(=O)c2cc(C(=O)O)ncn2)ccc1F, CCOC(=O)Cc1ccc(CN)cc1, CN(C)C=O, Oc1cccc2[nH]nnc12. The product is CCOC(=O)Cc1ccc(CNC(=O)c2cc(C(=O)NCc3ccc(F)c(C)c3)ncn2)cc1. RXN SMILES: [CH:36]1([N:37]=[C:38]=[N:39][CH:40]2[CH2:41][CH2:42][CH2:43][CH2:44][CH2:45]2)[CH2:46][CH2:47][CH2:48][CH2:49][CH2:50]1.[F:1][c:2]1[c:3]([CH3:21])[cH:4][c:5]([CH2:6][NH:7][C:8](=[O:9])[c:10]2[cH:11][c:12]([C:16](=[O:17])[OH:18])[n:13][cH:14][n:15]2)[cH:19][cH:20]1.[NH2:22][CH2:23][c:24]1[cH:25][cH:26][c:27]([CH2:30][C:31](=[O:32])[O:33][CH2:34][CH3:35])[cH:28][cH:29]1.[O:61]=[CH:62][N:63]([CH3:64])[CH3:65].[OH:51][c:52]1[c:53]2[n:54][n:55][nH:56][c:57]2[cH:58][cH:59][cH:60]1>>[F:1][c:2]1[c:3]([CH3:21])[cH:4][c:5]([CH2:6][NH:7][C:8](=[O:9])[c:10]2[cH:11][c:12]([C:16](=[O:18])[NH:22][CH2:23][c:24]3[cH:25][cH:26][c:27]([CH2:30][C:31](=[O:32])[O:33][CH2:34][CH3:35])[cH:28][cH:29]3)[n:13][cH:14][n:15]2)[cH:19][cH:20]1. The reactants are OCCCBr, C1CCOC1, O=c1[nH]c2cccc(F)c2o1, CCOC(=O)N=NC(=O)OCC, c1ccc(P(c2ccccc2)c2ccccc2)cc1. Product: O=c1oc2c(F)cccc2n1CCCBr. As a reaction SMILES: [Br:12][CH2:13][CH2:14][CH2:15][OH:16].[CH2:48]1[O:49][CH2:50][CH2:51][CH2:52]1.[F:1][c:2]1[cH:3][cH:4][cH:5][c:6]2[nH:7][c:8](=[O:11])[o:9][c:10]12.[O:17]=[C:18]([O:19][CH2:20][CH3:21])[N:22]=[N:23][C:24]([O:25][CH2:26][CH3:27])=[O:28].[c:29]1([P:30]([c:31]2[cH:32][cH:33][cH:34][cH:35][cH:36]2)[c:37]2[cH:38][cH:39][cH:40][cH:41][cH:42]2)[cH:43][cH:44][cH:45][cH:46][cH:47]1>>[F:1][c:2]1[cH:3][cH:4][cH:5][c:6]2[n:7]([CH2:15][CH2:14][CH2:13][Br:12])[c:8](=[O:11])[o:9][c:10]12. Procedure: To a solution of N,N′-bis(tert-butoxycarbonyl)-N″-(2-methyl-5-(4-methylpyridin-2-yl)phenyl)guanidine (200 mg) in dichloromethane (2 ml) was added a solution of hydrogen chloride in 1,4-dioxane (4N, 4 ml), and the mixture was stirred at room temperature for 16 hours. The solvent was evaporated under reduced pressure. To the residue were added ethanol (2 ml) and ethyl acetate (10 ml), and the precipitate was collected by filtration and dried under reduced pressure to give (2-methyl-5-(4-methylpyri... Yields the product Cl.Cl.CC1=C(C=C(C=C1)C1=NC=CC(=C1)C)NC(=N)N ((2-methyl-5-(4-methylpyridin-2-yl)phenyl)guanidine dihydrochloride). Starting materials: C(C)(C)(C)OC(=O)NC(=NC1=C(C=CC(=C1)C1=NC=CC(=C1)C)C)NC(=O)OC(C)(C)C (N,N′-bis(tert-butoxycarbonyl)-N″-(2-methyl-5-(4-methylpyridin-2-yl)phenyl)guanidine), Cl (hydrogen chloride). Run in ClCCl (dichloromethane), O1CCOCC1 (1,4-dioxane). Reaction SMILES: C(OC([NH:8][C:9]([NH:25]C(OC(C)(C)C)=O)=[N:10][C:11]1[CH:16]=[C:15]([C:17]2[CH:22]=[C:21]([CH3:23])[CH:20]=[CH:19][N:18]=2)[CH:14]=[CH:13][C:12]=1[CH3:24])=O)(C)(C)C.[ClH:33]>ClCCl.O1CCOCC1>[ClH:33].[ClH:33].[CH3:24][C:12]1[CH:13]=[CH:14][C:15]([C:17]2[CH:22]=[C:21]([CH3:23])[CH:20]=[CH:19][N:18]=2)=[CH:16][C:11]=1[NH:10][C:9]([NH2:25])=[NH:8] |f:4.5.6|. Conditions: time 16 hour. Starting materials: O(C1=CC=CC=C1)C1=CC=CC(=N1)C (6-phenoxy-2-picoline), ClC=1C=C(C(=O)OO)C=CC1 (m-chloro-peroxybenzoic acid). The solvent is C(Cl)Cl (methylene chloride). Conditions: time 18 hour. Yields the product O(C1=CC=CC=C1)C=1C=CC=C([N+]1[O-])C (6-Phenoxy-2-picoline N-oxide). Yield: 78.9%. Reaction SMILES: [O:1]([C:8]1[N:13]=[C:12]([CH3:14])[CH:11]=[CH:10][CH:9]=1)[C:2]1[CH:7]=[CH:6][CH:5]=[CH:4][CH:3]=1.ClC1C=C(C=CC=1)C(OO)=[O:20]>C(Cl)Cl>[O:1]([C:8]1[CH:9]=[CH:10][CH:11]=[C:12]([CH3:14])[N+:13]=1[O-:20])[C:2]1[CH:3]=[CH:4][CH:5]=[CH:6][CH:7]=1. Procedure details: To a solution containing 44.11 g of 6-phenoxy-2-picoline dissolved in 825 ml of methylene chloride under an atmosphere of nitrogen and at room temperature was added 96.82 g of 85% m-chloro-peroxybenzoic acid. The resulting mixture was stirred for 18 hrs. under an atmosphere of nitrogen and at room temperature. The reaction mixture was transferred to a separatory funnel and washed three times with 10% Na2CO3 twice with H2O and finally with saturated brine. After drying over anhydrous Na2SO4 remov...